From a dataset of the Open Reaction Database (ORD), a public repository of structured organic reaction records. describe an organic reaction: reactants, conditions, products, and yield Starting materials: CCOC(=O)c1c(Nc2cc(F)ccc2N)sc2cc(Br)ccc12, CN1CCNCC1, COc1ccccc1, [Cl-], [Cl-], [Cl-], [Cl-], [Ti+4]. The product is CN1CCN(C2=Nc3ccc(F)cc3Nc3sc4cc(Br)ccc4c32)CC1. Reaction SMILES: [Br:1][c:2]1[cH:3][cH:4][c:5]2[c:6]([s:7][c:8]([NH:15][c:16]3[c:17]([NH2:23])[cH:18][cH:19][c:20]([F:22])[cH:21]3)[c:9]2[C:10]([O:11][CH2:12][CH3:13])=[O:14])[cH:24]1.[CH3:25][N:26]1[CH2:27][CH2:28][NH:29][CH2:30][CH2:31]1.[CH3:32][O:33][c:34]1[cH:35][cH:36][cH:37][cH:38][cH:39]1.[Cl-:40].[Cl-:41].[Cl-:42].[Cl-:43].[Ti+4:44]>>[Br:1][c:2]1[cH:3][cH:4][c:5]2[c:6]([s:7][c:8]3[c:9]2[C:10]([N:29]2[CH2:28][CH2:27][N:26]([CH3:25])[CH2:31][CH2:30]2)=[N:23][c:17]2[c:16]([cH:21][c:20]([F:22])[cH:19][cH:18]2)[NH:15]3)[cH:24]1. Starting materials: CC(NC(=O)COCCN1C(=O)c2ccccc2C1=O)C(=O)NC(CCC(=O)OCc1ccccc1)C(N)=O, CC(=O)O, [H][H]. Yields the product CC(NC(=O)COCCN1C(=O)c2ccccc2C1=O)C(=O)NC(CCC(=O)O)C(N)=O. RXN SMILES: [CH2:1]([c:2]1[cH:3][cH:4][cH:5][cH:6][cH:7]1)[O:8][C:9]([CH2:10][CH2:11][CH:12]([NH:13][C:14]([CH:15]([NH:16][C:17]([CH2:18][O:19][CH2:20][CH2:21][N:22]1[C:23](=[O:32])[c:24]2[c:25]([cH:28][cH:29][cH:30][cH:31]2)[C:26]1=[O:27])=[O:33])[CH3:34])=[O:35])[C:36]([NH2:37])=[O:38])=[O:39].[CH3:42][C:43](=[O:44])[OH:45].[H:40][H:41]>>[O:8]=[C:9]([CH2:10][CH2:11][CH:12]([NH:13][C:14]([CH:15]([NH:16][C:17]([CH2:18][O:19][CH2:20][CH2:21][N:22]1[C:23](=[O:32])[c:24]2[c:25]([cH:28][cH:29][cH:30][cH:31]2)[C:26]1=[O:27])=[O:33])[CH3:34])=[O:35])[C:36]([NH2:37])=[O:38])[OH:39]. The reactants are O=C([O-])[O-], CC(C)=O, CC(=O)OC(C)=O, CO, ClCCl, [K+], [K+], OCCOc1ccccc1O. Product: CC(=O)Oc1ccccc1OCCO. RXN SMILES: [C:16](=[O:17])([O-:18])[O-:19].[CH3:12][C:13]([CH3:14])=[O:15].[CH3:22][C:23]([O:24][C:25](=[O:26])[CH3:27])=[O:28].[CH3:32][OH:33].[Cl:29][CH2:30][Cl:31].[K+:20].[K+:21].[OH:1][CH2:2][CH2:3][O:4][c:5]1[c:6]([OH:11])[cH:7][cH:8][cH:9][cH:10]1>>[OH:1][CH2:2][CH2:3][O:4][c:5]1[c:6]([O:11][C:13]([CH3:12])=[O:15])[cH:7][cH:8][cH:9][cH:10]1. RXN SMILES: [CH3:1][C:2]1(O)[C:10]2[CH:9]=[CH:8][CH:7]=[CH:6][C:5]=2[N:4]2[CH2:11][CH2:12][CH2:13][N:14]=[C:3]12.S(=O)(=O)(O)O.O.C(=O)(O)[O-:23].[Na+].[C:27](#[N:29])[CH3:28]>CS(O)(=O)=O>[C:27]([NH:29][C:2]1([CH3:1])[C:10]2[CH:9]=[CH:8][CH:7]=[CH:6][C:5]=2[N:4]2[CH2:11][CH2:12][CH2:13][N:14]=[C:3]12)(=[O:23])[CH3:28] |f:3.4|. Yields the product C(C)(=O)NC1(C=2N(C=3C=CC=CC13)CCCN2)C (10-Acetamido-2,3,4,10-tetrahydro-10-methylpyrimido [1,2-a]indole), base. Starting materials: CC1(C=2N(C=3C=CC=CC13)CCCN2)O (2,3,4,10-tetrahydro-10-methylpyrimido [1,2-a]indol-10-ol), C(C)#N (acetonitrile), 2.5h, O (water), S(O)(O)(=O)=O (sulphuric acid), C([O-])(O)=O.[Na+] (sodium bicarbonate). Procedure details: A solution of 2,3,4,10-tetrahydro-10-methylpyrimido [1,2-a]indol-10-ol (0.444 g) in acetonitrile (4 ml) and methanesulphonic acid (10 drops) was adde dropwise over 5 min to stirred sulphuric acid 98% w/w (2.5 ml) at 50°-60°. After 2.5h, the solution was poured into water (100 ml), basified with sat. aqueous sodium bicarbonate, and extracted with chloroform (3×100 ml). The extracts were washed with water (200 ml), dried (MgSO4), and evaporated in vacuo to give the title compound as the free base ... Reagents/catalysts: CS(=O)(=O)O (methanesulphonic acid). Reactants: C#Cc1cnc2cnccn12, CCN(C(C)C)C(C)C, [Cu]I, N#N, CN(C)C=O, c1ccc(P(c2ccccc2)(c2ccccc2)[Pd](P(c2ccccc2)(c2ccccc2)c2ccccc2)(P(c2ccccc2)(c2ccccc2)c2ccccc2)P(c2ccccc2)(c2ccccc2)c2ccccc2)cc1, Cc1ccc(C(=O)Nc2cc(-n3ccnc3)cc(C(F)(F)F)c2)cc1I. The product is Cc1ccc(C(=O)Nc2cc(-n3ccnc3)cc(C(F)(F)F)c2)cc1C#Cc1cnc2cnccn12. As a reaction SMILES: [C:1](#[CH:2])[c:3]1[cH:4][n:5][c:6]2[n:7]1[cH:8][cH:9][n:10][cH:11]2.[CH:38]([N:39]([CH:40]([CH3:41])[CH3:42])[CH2:43][CH3:44])([CH3:45])[CH3:46].[Cu:131][I:132].[N:47]#[N:48].[O:49]=[CH:50][N:51]([CH3:52])[CH3:53].[cH:54]1[cH:55][cH:56][c:57]([P:58]([Pd:59]([P:60]([c:61]2[cH:62][cH:63][cH:64][cH:65][cH:66]2)([c:67]2[cH:68][cH:69][cH:70][cH:71][cH:72]2)[c:73]2[cH:74][cH:75][cH:76][cH:77][cH:78]2)([P:79]([c:80]2[cH:81][cH:82][cH:83][cH:84][cH:85]2)([c:86]2[cH:87][cH:88][cH:89][cH:90][cH:91]2)[c:92]2[cH:93][cH:94][cH:95][cH:96][cH:97]2)[P:98]([c:99]2[cH:100][cH:101][cH:102][cH:103][cH:104]2)([c:105]2[cH:106][cH:107][cH:108][cH:109][cH:110]2)[c:111]2[cH:112][cH:113][cH:114][cH:115][cH:116]2)([c:117]2[cH:118][cH:119][cH:120][cH:121][cH:122]2)[c:123]2[cH:124][cH:125][cH:126][cH:127][cH:128]2)[cH:129][cH:130]1.[n:12]1(-[c:17]2[cH:18][c:19]([NH:27][C:28]([c:29]3[cH:30][c:31]([I:36])[c:32]([CH3:35])[cH:33][cH:34]3)=[O:37])[cH:20][c:21]([C:23]([F:24])([F:25])[F:26])[cH:22]2)[cH:13][n:14][cH:15][cH:16]1>>[C:1](#[C:2][c:31]1[cH:30][c:29]([C:28]([NH:27][c:19]2[cH:18][c:17](-[n:12]3[cH:13][n:14][cH:15][cH:16]3)[cH:22][c:21]([C:23]([F:24])([F:25])[F:26])[cH:20]2)=[O:37])[cH:34][cH:33][c:32]1[CH3:35])[c:3]1[cH:4][n:5][c:6]2[n:7]1[cH:8][cH:9][n:10][cH:11]2. Starting materials: C=CCI, ClCCl, Cl, CC(C)(C)c1cc(O)c(CN)c(C(C)(C)C)c1, [Na+], O=C([O-])O. Yields the product C=CCNCc1c(O)cc(C(C)(C)C)cc1C(C)(C)C. As a reaction SMILES: [CH2:24]([CH:25]=[CH2:26])[I:27].[Cl:28][CH2:29][Cl:30].[ClH:1].[NH2:2][CH2:3][c:4]1[c:5]([OH:18])[cH:6][c:7]([C:14]([CH3:15])([CH3:16])[CH3:17])[cH:8][c:9]1[C:10]([CH3:11])([CH3:12])[CH3:13].[Na+:23].[O-:19][C:20]([OH:21])=[O:22]>>[NH:2]([CH2:3][c:4]1[c:5]([OH:18])[cH:6][c:7]([C:14]([CH3:15])([CH3:16])[CH3:17])[cH:8][c:9]1[C:10]([CH3:11])([CH3:12])[CH3:13])[CH2:26][CH:25]=[CH2:24]. The reactants are CC(C)(C)[O-].[K+] (potassium tert-butylate), NC1=NNC=C1 (3-aminopyrazole), ICC(=O)OCC (ethyl iodoacetate). Run in CN(C)C=O (DMF). Conditions: temperature 0 celsius, time 30 minute. The product is C(C)OC(CN1N=C(C=C1)N)=O ((3-amino-pyrazol-1-yl)-acetic acid ethyl ester). RXN SMILES: [NH2:1][C:2]1[CH:6]=[CH:5][NH:4][N:3]=1.CC([O-])(C)C.[K+].I[CH2:14][C:15]([O:17][CH2:18][CH3:19])=[O:16]>CN(C=O)C>[CH2:18]([O:17][C:15](=[O:16])[CH2:14][N:4]1[CH:5]=[CH:6][C:2]([NH2:1])=[N:3]1)[CH3:19] |f:1.2|. Procedure: 57.1 To a stirred, cooled (0° C.) solution of the 1.6 g 3-aminopyrazole in DMF under an argon atmosphere was added potassium tert-butylate. After 30 min. stirring at 0° C., ethyl iodoacetate was added in one portion. After 2 h stirring at 0° C., the ice bath was removed and stirring at r.t. was continued for 22 h. The mixture was concentrated in order to remove as much DMF as possible. The residue was taken up in EtOAc and washed with H2O. The aqueous phase was extracted with EtOAc. The combined...